This data is from the Open Reaction Database (ORD), a public repository of structured organic reaction records. The task is: describe an organic reaction: reactants, conditions, products, and yield RXN SMILES: [ClH:1].O=[C:3]([CH3:23])[CH2:4][C:5]1[CH2:6][N:7]([CH3:22])[CH2:8][CH2:9][CH:10]2[CH2:19][CH2:18][C:17]3[C:12](=[CH:13][CH:14]=[C:15]([O:20][CH3:21])[CH:16]=3)[C:11]=12.[CH:24]([NH2:27])([CH3:26])[CH3:25].Cl.C([BH3-])#N.[Na+]>CO>[ClH:1].[ClH:1].[CH:24]([NH:27][CH:3]([CH3:23])[CH2:4][C:5]1[CH2:6][N:7]([CH3:22])[CH2:8][CH2:9][CH:10]2[CH2:19][CH2:18][C:17]3[C:12](=[CH:13][CH:14]=[C:15]([O:20][CH3:21])[CH:16]=3)[C:11]=12)([CH3:26])[CH3:25] |f:0.1,4.5,7.8.9|. Reactants: Cl (hydrochloric acid), C(#N)[BH3-].[Na+] (sodium cyanoborohydride), Cl.O=C(CC=1CN(CCC2C1C1=CC=C(C=C1CC2)OC)C)C (1-(2-oxopropyl)-9-methoxy-3-methyl-3,4,5,5a,6,7-hexahydro-2H-naphth[1,2-d]azepine hydrochloride), C(C)(C)N (isopropylamine), Cl (hydrochloric acid), C(#N)[BH3-].[Na+] (sodium cyanoborohydride). Yields the product Cl.Cl.C(C)(C)NC(CC=1CN(CCC2C1C1=CC=C(C=C1CC2)OC)C)C (1-(2-isopropylaminopropyl)-9-methoxy-3-methyl-3,4,5,5 a,6,7-hexahydro-2H-naphth[1,2-d]azepine dihydrochloride). Procedure: The solution of 0.84 g of 1-(2-oxopropyl)-9-methoxy-3-methyl-3,4,5,5a,6,7-hexahydro-2H-naphth[1,2-d]azepine hydrochloride, 1.28 ml of isopropylamine, 0.66 ml of 4.4 N methanolic hydrochloric acid and 0.17 g of sodium cyanoborohydride in 13 ml of methanol is refluxed overnight. Additional 0.085 g of sodium cyanoborohydride are added and the whole is again refluxed for 5 hours. The mixture is cooled, acidified to pH=1 with concentrated hydrochloric acid and the methanol evaporated. The aqueous sol... The solvent is CO (methanol). The reactants are CN(C1=CC=C(C=C1)P(=O)(CCCP(=O)(C1=CC=C(C=C1)N(C)C)C1=CC=C(C=C1)N(C)C)C1=CC=C(C=C1)N(C)C)C (1,3-bis[bis(4-dimethylaminophenyl)phosphinyl]propane), C(CCC)N(CCCC)CCCC (tri-n-butylamine), C1(=CC=CC=C1)[SiH](Cl)Cl (phenyldichlorosilane). Run in CC=1C=CC=CC1C (o-xylene), CC=1C=CC=CC1C (o-xylene). Run at temperature 145 celsius. Yields the product CN(C1=CC=C(C=C1)P(CCCP(C1=CC=C(C=C1)N(C)C)C1=CC=C(C=C1)N(C)C)C1=CC=C(C=C1)N(C)C)C (1,3-bis[bis(4-dimethylaminophenyl)phosphino]propane). Yield: 95.0%. RXN SMILES: [CH3:1][N:2]([CH3:43])[C:3]1[CH:8]=[CH:7][C:6]([P:9]([C:34]2[CH:39]=[CH:38][C:37]([N:40]([CH3:42])[CH3:41])=[CH:36][CH:35]=2)([CH2:11][CH2:12][CH2:13][P:14]([C:25]2[CH:30]=[CH:29][C:28]([N:31]([CH3:33])[CH3:32])=[CH:27][CH:26]=2)([C:16]2[CH:21]=[CH:20][C:19]([N:22]([CH3:24])[CH3:23])=[CH:18][CH:17]=2)=O)=O)=[CH:5][CH:4]=1.C(N(CCCC)CCCC)CCC.C1([SiH](Cl)Cl)C=CC=CC=1>CC1C=CC=CC=1C>[CH3:33][N:31]([CH3:32])[C:28]1[CH:29]=[CH:30][C:25]([P:14]([C:16]2[CH:17]=[CH:18][C:19]([N:22]([CH3:24])[CH3:23])=[CH:20][CH:21]=2)[CH2:13][CH2:12][CH2:11][P:9]([C:6]2[CH:7]=[CH:8][C:3]([N:2]([CH3:1])[CH3:43])=[CH:4][CH:5]=2)[C:34]2[CH:39]=[CH:38][C:37]([N:40]([CH3:41])[CH3:42])=[CH:36][CH:35]=2)=[CH:26][CH:27]=1. Reported procedure: 12.0 g (19.5 mmol) of 1,3-bis[bis(4-dimethylaminophenyl)phosphinyl]propane and 24 ml (100 mmol) of tri-n-butylamine are initially charged in 80 ml of o-xylene in an argon atmosphere while stirring. 14.4 ml (100 mmol) of phenyldichlorosilane are slowly added dropwise. The mixture is heated to 145° C., stirred for 6 hours and the solvent is distilled off under reduced pressure. Cooling the clear solution results in formation of colorless crystals which are filtered off. The crystals obtained are s... Starting materials: COc1ccc(S(=O)(=O)Cl)cc1, c1ccc(-c2cc3ccccc3s2)cc1. Yields the product COc1ccc(S(=O)(=O)c2c(-c3ccccc3)sc3ccccc23)cc1. RXN SMILES: [CH3:16][O:17][c:18]1[cH:19][cH:20][c:21]([S:24](=[O:25])(=[O:26])[Cl:27])[cH:22][cH:23]1.[c:1]1(-[c:7]2[s:8][c:9]3[c:10]([cH:11]2)[cH:12][cH:13][cH:14][cH:15]3)[cH:2][cH:3][cH:4][cH:5][cH:6]1>>[c:1]1(-[c:7]2[s:8][c:9]3[c:10]([c:11]2[S:24]([c:21]2[cH:20][cH:19][c:18]([O:17][CH3:16])[cH:23][cH:22]2)(=[O:25])=[O:26])[cH:12][cH:13][cH:14][cH:15]3)[cH:2][cH:3][cH:4][cH:5][cH:6]1. Reactants: CC(C)(C)OC(=O)C1CCCN1C(=O)C(O)(c1cccnc1)c1cccc(Cl)c1, ClCCl, O=C(O)C(F)(F)F. The product is O=C(O)C1CCCN1C(=O)C(O)(c1cccnc1)c1cccc(Cl)c1. Reaction SMILES: [Cl:1][c:2]1[cH:3][c:4]([C:8]([C:9](=[O:10])[N:11]2[CH:12]([C:13](=[O:14])[O:15][C:16]([CH3:17])([CH3:18])[CH3:19])[CH2:20][CH2:21][CH2:22]2)([c:23]2[cH:24][n:25][cH:26][cH:27][cH:28]2)[OH:29])[cH:5][cH:6][cH:7]1.[Cl:37][CH2:38][Cl:39].[OH:30][C:31]([C:32]([F:33])([F:34])[F:35])=[O:36]>>[Cl:1][c:2]1[cH:3][c:4]([C:8]([C:9](=[O:10])[N:11]2[CH:12]([C:13](=[O:14])[OH:15])[CH2:20][CH2:21][CH2:22]2)([c:23]2[cH:24][n:25][cH:26][cH:27][cH:28]2)[OH:29])[cH:5][cH:6][cH:7]1. Reactants: BrC1=C(C=CC=C1)CC(=O)OC (methyl 2-bromophenylacetate), C(=O)([O-])[O-].[K+].[K+] (K2CO3), OC1=C(C=C(CO)C=C1)CCC (4-Hydroxy-3-Propylbenzyl Alcohol). Run in CC(=O)C (acetone). The product is OCC1=CC(=C(OC(C(=O)OC)C2=CC=CC=C2)C=C1)CCC (Methyl (4-Hydroxymethyl-2-Propyl-Phenoxy) -2-Phenylacetate). The yield is 82.6%. RXN SMILES: [OH:1][C:2]1[CH:9]=[CH:8][C:5]([CH2:6][OH:7])=[CH:4][C:3]=1[CH2:10][CH2:11][CH3:12].Br[C:14]1[CH:19]=[CH:18][CH:17]=[CH:16][C:15]=1[CH2:20][C:21]([O:23][CH3:24])=[O:22].C([O-])([O-])=O.[K+].[K+]>CC(C)=O>[OH:7][CH2:6][C:5]1[CH:8]=[CH:9][C:2]([O:1][CH:20]([C:15]2[CH:16]=[CH:17][CH:18]=[CH:19][CH:14]=2)[C:21]([O:23][CH3:24])=[O:22])=[C:3]([CH2:10][CH2:11][CH3:12])[CH:4]=1 |f:2.3.4|. Reported procedure: To a solution of 0.484 g (2.91 mmol) of the product of Step F dissolved in 12 mL of acetone were added 0.667 g (2.91 mmol) of methyl 2-bromophenylacetate, 0.804 g (5.82 mmol) of anhydrous K2CO3 and the mixture was stirred and heated at reflux for 5 hours. The mixture was then cooled, filtered and evaporated in vacuo. The residual oil was purified on a silica gel flash chromatography column eluted with 30% ethyl acetate/hexane to afford 0.756 g (83%) of the title compound.